This data is from the Open Reaction Database (ORD), a public repository of structured organic reaction records. The task is: describe an organic reaction: reactants, conditions, products, and yield Starting materials: NC1=C(C=CC(=C1)I)NC(OC(C)(C)C)=O (tert-butyl 2-amino-4-iodophenylcarbamate), O=C(CC(=O)OC(C)(C)C)C1=CN=NC=C1 (tert-butyl 3-oxo-3-(pyridazin-4-yl)propanoate). Product: IC1=CC(=C(C=C1)NC(OC(C)(C)C)=O)NC(CC(C1=CN=NC=C1)=O)=O (Tert-butyl 4-iodo-2-(3-oxo-3-(pyridazin-4-yl)propanamido)phenylcarbamate), solid. Yield: 87.0%. Reaction SMILES: [NH2:1][C:2]1[CH:7]=[C:6]([I:8])[CH:5]=[CH:4][C:3]=1[NH:9][C:10](=[O:16])[O:11][C:12]([CH3:15])([CH3:14])[CH3:13].[O:17]=[C:18]([C:27]1[CH:32]=[CH:31][N:30]=[N:29][CH:28]=1)[CH2:19][C:20](OC(C)(C)C)=[O:21]>>[I:8][C:6]1[CH:5]=[CH:4][C:3]([NH:9][C:10](=[O:16])[O:11][C:12]([CH3:13])([CH3:15])[CH3:14])=[C:2]([NH:1][C:20](=[O:21])[CH2:19][C:18](=[O:17])[C:27]2[CH:32]=[CH:31][N:30]=[N:29][CH:28]=2)[CH:7]=1. Procedure details: The title compound was prepared from the reaction of tert-butyl 2-amino-4-iodophenylcarbamate (Example B3; 1 mmol) and tert-butyl 3-oxo-3-(pyridazin-4-yl)propanoate (Example C1; 1 mmol) according to the general procedure D. Obtained as a yellow solid (87%), MS (EI) 483 [(M+1)+].